This data is from the Open Reaction Database (ORD), a public repository of structured organic reaction records. The task is: describe an organic reaction: reactants, conditions, products, and yield The reactants are C(CC(=O)OCC)(=O)OCC (diethyl malonate), C1(=CC=CC=C1)C (toluene), CC1=C(OC(C(=O)O)C)C=CC(=C1)Cl (2-(2'-methyl-4'-chloro-phenoxy)-propionic acid), diethyl-ethoxy-magnesium-malonate. The solvent is CCOCC (ether), C(C)N(CC)CC (triethyl amine). Conditions: temperature 0 celsius, time 16 hour. Yields the product C(C)OC(C(C(=O)OCC)C(C(C)OC1=C(C=C(C=C1)Cl)C)=O)=O (diethyl-2-(2'-methyl-4-chloro-phenoxy)-propionyl-malonate). The yield is 88.8%. RXN SMILES: C1(C)C=CC=CC=1.[CH3:8][C:9]1[CH:20]=[C:19]([Cl:21])[CH:18]=[CH:17][C:10]=1[O:11][CH:12]([CH3:16])[C:13]([OH:15])=O.C([O-])(=O)CC([O-])=O.C(C(CC)(O[Mg+2])C)C.[C:37]([O:45][CH2:46][CH3:47])(=[O:44])[CH2:38][C:39]([O:41][CH2:42][CH3:43])=[O:40]>CCOCC.C(N(CC)CC)C>[CH2:42]([O:41][C:39](=[O:40])[CH:38]([C:13](=[O:15])[CH:12]([O:11][C:10]1[CH:17]=[CH:18][C:19]([Cl:21])=[CH:20][C:9]=1[CH3:8])[CH3:16])[C:37]([O:45][CH2:46][CH3:47])=[O:44])[CH3:43] |f:2.3|. Reported procedure: Into a 200 ml round-bottomed flask equipped with a magnetic stirrer, a thermometer, a dropping funnel and a calcium chloride tube 100 ml of toluene, 10.1 g of triethyl amine and 21 g of 2-(2'-methyl-4'-chloro-phenoxy)-propionic acid are weighed in. The reaction mixture is cooled under 0° C. and 10.8 g of ethyl chloro formiate are added dropwise at such a rate that the temperature should be between -1° C. and 0° C. The thick suspension formed is stirred for a further period of 20 minutes, whereup... Reactants: ClC=1C2=C(N=C(N1)N)NC=C2 (4-chloro-7H-pyrrolo[2,3-d]pyrimidin-2-amine), O (water), [H-].[Na+] (NaH), BrCCO[Si](C)(C)C(C)(C)C ((2-bromoethoxy)-t-butyldimethylsilane). Solvent: CN(C)C=O (DMF), CN(C)C=O (DMF). Conditions: time 15 minute. Yields the product [Si](C)(C)(C(C)(C)C)OCCN1C=CC2=C1N=C(N=C2Cl)N (7-[2-(t-butyldimethylsilanyloxy)ethyl]-4-chloro-7H-pyrrolo[2,3-d]pyrimidin-2-amine). Reaction SMILES: [H-].[Na+].[Cl:3][C:4]1[C:5]2[CH:13]=[CH:12][NH:11][C:6]=2[N:7]=[C:8]([NH2:10])[N:9]=1.Br[CH2:15][CH2:16][O:17][Si:18]([C:21]([CH3:24])([CH3:23])[CH3:22])([CH3:20])[CH3:19].O>CN(C=O)C>[Si:18]([O:17][CH2:16][CH2:15][N:11]1[C:6]2[N:7]=[C:8]([NH2:10])[N:9]=[C:4]([Cl:3])[C:5]=2[CH:13]=[CH:12]1)([C:21]([CH3:24])([CH3:23])[CH3:22])([CH3:20])[CH3:19] |f:0.1|. Procedure: To a suspension of NaH (0.618 g, 15.45 mmol) in anhydrous DMF (15 mL) at 0° C. is added slowly a solution of 4-chloro-7H-pyrrolo[2,3-d]pyrimidin-2-amine (2 g, 11.86 mmol) in 5 mL of anhydrous DMF. The mixture is stirred at this temperature under N2 for 15 min, then (2-bromoethoxy)-t-butyldimethylsilane (4.0 mL, 18.64 mmol) is added at 0° C. The mixture is stirred at RT overnight. The reaction mixture is poured into water and extracted with ethyl acetate (EtOAc; 4×). The organic layer is dried ov... The reactants are FC(C1=CC=C2CCNC2=C1)(F)F (6-trifluoromethylindoline), CN1N=CC(=C1)C1=CC=C(N=N1)N1CCC(CC1)=O (1-(6-(1-methyl-1H-pyrazol-4-yl)pyridazin-3-yl)piperidin-4-one). The product is CN1N=CC(=C1)C1=CC=C(N=N1)N1CCC(CC1)N1CCC2=CC=C(C=C12)C(F)(F)F (1-(1-(6-(1-methyl-1H-pyrazol-4-yl)pyridazin-3-yl)piperidin-4-yl)-6-(trifluoromethyl)indoline). RXN SMILES: [F:1][C:2]([F:13])([F:12])[C:3]1[CH:11]=[C:10]2[C:6]([CH2:7][CH2:8][NH:9]2)=[CH:5][CH:4]=1.[CH3:14][N:15]1[CH:19]=[C:18]([C:20]2[N:25]=[N:24][C:23]([N:26]3[CH2:31][CH2:30][C:29](=O)[CH2:28][CH2:27]3)=[CH:22][CH:21]=2)[CH:17]=[N:16]1>>[CH3:14][N:15]1[CH:19]=[C:18]([C:20]2[N:25]=[N:24][C:23]([N:26]3[CH2:31][CH2:30][CH:29]([N:9]4[C:10]5[C:6](=[CH:5][CH:4]=[C:3]([C:2]([F:1])([F:12])[F:13])[CH:11]=5)[CH2:7][CH2:8]4)[CH2:28][CH2:27]3)=[CH:22][CH:21]=2)[CH:17]=[N:16]1. Procedure: The title compound was prepared following the procedure as described in Example 5, STEP 4, reacting 6-trifluoromethylindoline and 1-(6-(1-methyl-1H-pyrazol-4-yl)pyridazin-3-yl)piperidin-4-one. Starting materials: O=C([O-])[O-], Cc1c(N)cccc1OCc1ccccc1, ClCCNCCCl, Cl, [K+], [K+], O. Product: Cc1c(OCc2ccccc2)cccc1N1CCNCC1. Reaction SMILES: [C:17](=[O:18])([O-:19])[O-:20].[CH3:1][c:2]1[c:3]([NH2:4])[cH:5][cH:6][cH:7][c:8]1[O:9][CH2:10][c:11]1[cH:12][cH:13][cH:14][cH:15][cH:16]1.[Cl:24][CH2:25][CH2:26][NH:27][CH2:28][CH2:29][Cl:30].[ClH:23].[K+:21].[K+:22].[OH2:31]>>[CH3:1][c:2]1[c:3]([N:4]2[CH2:25][CH2:26][NH:27][CH2:28][CH2:29]2)[cH:5][cH:6][cH:7][c:8]1[O:9][CH2:10][c:11]1[cH:12][cH:13][cH:14][cH:15][cH:16]1. Reactants: C(C)(=O)OCC([C@]1([C@@H](CC2C3CCC4=CC(CC[C@@]4(C3=CC[C@]12C)C)=O)C)C)=O (2-oxo-2-((10S,13S,16R,17S)-10,13,16,17-tetramethyl-3-oxo-2,3,6,7,8,10,12,13,14,15,16,17-dodecahydro-1H-cyclopenta[a]phenanthren-17-yl)ethyl acetate), C[O-].[Na+] (sodium methoxide). The solvent is CO (methanol). Yields the product OCC(=O)[C@]1([C@@H](CC2C3CCC4=CC(CC[C@@]4(C3=CC[C@]12C)C)=O)C)C ((10S,13S,16R,17S)-17-(2-hydroxyacetyl)-10,13,16,17-tetramethyl-6,7,8,10,12,13,14,15,16,17-decahydro-1H-cyclopenta[a]phenanthren-3(2H)-one). RXN SMILES: C([O:4][CH2:5][C:6](=[O:29])[C@:7]1([CH3:28])[C@:23]2([CH3:24])[CH:10]([CH:11]3[C:20](=[CH:21][CH2:22]2)[C@:19]2([CH3:25])[C:14](=[CH:15][C:16](=[O:26])[CH2:17][CH2:18]2)[CH2:13][CH2:12]3)[CH2:9][C@H:8]1[CH3:27])(=O)C.C[O-].[Na+]>CO>[OH:4][CH2:5][C:6]([C@:7]1([CH3:28])[C@:23]2([CH3:24])[CH:10]([CH:11]3[C:20](=[CH:21][CH2:22]2)[C@:19]2([CH3:25])[C:14](=[CH:15][C:16](=[O:26])[CH2:17][CH2:18]2)[CH2:13][CH2:12]3)[CH2:9][C@H:8]1[CH3:27])=[O:29] |f:1.2|. Procedure details: 2-oxo-2-((10S,13S,16R,17S)-10,13,16,17-tetramethyl-3-oxo-2,3,6,7,8,10,12,13,14,15,16,17-dodecahydro-1H-cyclopenta[a]phenanthren-17-yl)ethyl acetate (144 g) is stirred in 1500 ml methanol and treated with sodium methoxide (25%, 5 ml) for 30 minutes. The mixture is partitioned between methylene chloride and sodium bicarbonate. The organic phase is separated and washed with sodium bicarbonate, dried over sodium sulfate, and concentrated to give the title compound.